From a dataset of the Open Reaction Database (ORD), a public repository of structured organic reaction records. describe an organic reaction: reactants, conditions, products, and yield Starting materials: CCOC(=O)C (EtOAc), BrC1=C(C=O)C=C(C=C1)F (2-bromo-5-fluorobenzaldehyde), CC(C)(C)[S@](=O)N ((S)-(−)-2-methyl-2-propane-sulfinamide). Reagents/catalysts: [O-]CC.[O-]CC.[O-]CC.[O-]CC.[Ti+4] (titanium tetraethoxide). Run in [Cl-].[Na+].O (brine), C1CCOC1 (THF). Conditions: time 16 hour. Product: BrC1=C(\C=N\[S@@](=O)C(C)(C)C)C=C(C=C1)F ((S,E)-N-(2-bromo-5-fluorobenzylidene)-2-methylpropane-2-sulfinamide). RXN SMILES: [Br:1][C:2]1[CH:9]=[CH:8][C:7]([F:10])=[CH:6][C:3]=1[CH:4]=O.[CH3:11][C:12]([S@@:15]([NH2:17])=[O:16])([CH3:14])[CH3:13].CCOC(C)=O>C1COCC1.[Cl-].[Na+].O.[O-]CC.[O-]CC.[O-]CC.[O-]CC.[Ti+4]>[Br:1][C:2]1[CH:9]=[CH:8][C:7]([F:10])=[CH:6][C:3]=1/[CH:4]=[N:17]/[S@:15]([C:12]([CH3:14])([CH3:13])[CH3:11])=[O:16] |f:4.5.6,7.8.9.10.11|. Procedure details: To a solution of 2-bromo-5-fluorobenzaldehyde (2.44 g, 12.0 mmol) and (S)-(−)-2-methyl-2-propane-sulfinamide (1.45 g, 12.0 mmol) in THF (30 mL, anhyd.) was added titanium tetraethoxide (2.8 mL, 13.2 mmol, tech) at room temperature. After stirring 16 hours the reaction mixture was charged with brine (25 mL) and EtOAc (40 mL). After stirring 10 minutes the mixture was filtered through a pad of Celite™. Combined filtrates were washed with water and brine, dried over sodium sulfate and concentrated.... Starting materials: NC1=NC(=CC(=N1)N1N=CC(=C1C)C(=O)OCC)Cl (ethyl 1-(2-amino-6-chloro-4-pyrimidinyl)-5-methyl-4-pyrazolecarboxylate), COC1=CC=C(CN)C=C1 (4-methoxybenzylamine). Solvent: O1CCCC1 (tetrahydrofuran). Yields the product NC1=NC(=CC(=N1)N1N=CC(=C1C)C(=O)OCC)NCC1=CC=C(C=C1)OC (Ethyl 1-[2-Amino-6-(4-methoxybenzylamino)-4-pyrimidinyl]-5-methyl-4-pyrazolecarboxylate). As a reaction SMILES: [NH2:1][C:2]1[N:7]=[C:6]([N:8]2[C:12]([CH3:13])=[C:11]([C:14]([O:16][CH2:17][CH3:18])=[O:15])[CH:10]=[N:9]2)[CH:5]=[C:4](Cl)[N:3]=1.[CH3:20][O:21][C:22]1[CH:29]=[CH:28][C:25]([CH2:26][NH2:27])=[CH:24][CH:23]=1>O1CCCC1>[NH2:1][C:2]1[N:7]=[C:6]([N:8]2[C:12]([CH3:13])=[C:11]([C:14]([O:16][CH2:17][CH3:18])=[O:15])[CH:10]=[N:9]2)[CH:5]=[C:4]([NH:27][CH2:26][C:25]2[CH:28]=[CH:29][C:22]([O:21][CH3:20])=[CH:23][CH:24]=2)[N:3]=1. Procedure details: A mixture consisting of 3.0 g of ethyl 1-(2-amino-6-chloro-4-pyrimidinyl)-5-methyl-4-pyrazolecarboxylate, 3.5 ml of 4-methoxybenzylamine, and 150 ml of tetrahydrofuran was heated under reflux for 99 hours. The reaction mixture was cooled to room temperature and concentrated. Water was added to the residue, and the mixture was extracted three times with chloroform. The combined organic layers were washed with a saturated sodium chloride aqueous solution and dried over anhydrous sodium sulfate. Th... Reactants: C1(=CC=CC=C1)S(=O)(=O)N1C(N(C(C1)C=1C=C(C=CC1)C1=CC(=CC=C1)S(=O)(=O)C)C(C)C)=O (1-benzenesulfonyl-3-isopropyl-4-(3′-methanesulfonyl-biphenyl-3-yl)-imidazolidin-2-one), [Mg] (magnesium). Solvent: CO (methanol). Yields the product C(C)(C)N1C(NCC1C=1C=C(C=CC1)C1=CC(=CC=C1)S(=O)(=O)C)=O (1-isopropyl-5-(3′-methanesulfonyl-biphenyl-3-yl)-imidazolidin-2-one). Isolated yield 29.4%. Reaction SMILES: C1(S([N:10]2[CH2:14][CH:13]([C:15]3[CH:16]=[C:17]([C:21]4[CH:26]=[CH:25][CH:24]=[C:23]([S:27]([CH3:30])(=[O:29])=[O:28])[CH:22]=4)[CH:18]=[CH:19][CH:20]=3)[N:12]([CH:31]([CH3:33])[CH3:32])[C:11]2=[O:34])(=O)=O)C=CC=CC=1.[Mg]>CO>[CH:31]([N:12]1[CH:13]([C:15]2[CH:16]=[C:17]([C:21]3[CH:26]=[CH:25][CH:24]=[C:23]([S:27]([CH3:30])(=[O:28])=[O:29])[CH:22]=3)[CH:18]=[CH:19][CH:20]=2)[CH2:14][NH:10][C:11]1=[O:34])([CH3:33])[CH3:32]. Procedure details: 1-Benzenesulfonyl-3-isopropyl-4-(3′-methanesulfonyl-biphenyl-3-yl)-imidazolidin-2-one (example 12, step 2, 1.386 g) and magnesium (0.541 g) were suspended in methanol (30 mL). The mixture was heated to reflux for 4 h and subsequently filtered. The filtrate was concentrated and the product was purified by column chromatography (SiO2, cyclohexane/ethyl acetate 7:3=>0:1) to give 1-isopropyl-5-(3′-methanesulfonyl-biphenyl-3-yl)-imidazolidin-2-one (0.293 g) as a colorless solid. MS: 359.1 ([M+H]+) Reactants: CNCCCN(C)C, ClCCl, O=[N+]([O-])c1cc(C(F)(F)F)ccc1S(=O)(=O)Cl. Yields the product CN(C)CCCN(C)S(=O)(=O)c1ccc(C(F)(F)F)cc1[N+](=O)[O-]. Reaction SMILES: [CH3:18][N:19]([CH2:20][CH2:21][CH2:22][NH:23][CH3:24])[CH3:25].[Cl:26][CH2:27][Cl:28].[N+:1](=[O:2])([O-:3])[c:4]1[c:5]([S:14](=[O:15])(=[O:16])[Cl:17])[cH:6][cH:7][c:8]([C:10]([F:11])([F:12])[F:13])[cH:9]1>>[N+:1](=[O:2])([O-:3])[c:4]1[c:5]([S:14](=[O:15])(=[O:16])[N:23]([CH2:22][CH2:21][CH2:20][N:19]([CH3:18])[CH3:25])[CH3:24])[cH:6][cH:7][c:8]([C:10]([F:11])([F:12])[F:13])[cH:9]1. The reactants are O (Water), CS(=O)(=O)C1=CC(=CC(=C1)[N+](=O)[O-])[N+](=O)[O-] (1-methylsulfonyl-3,5-dinitro-benzene), C[O-].[Na+] (sodium methoxide). Run in CO (methanol), CO (methanol). Product: CS(=O)(=O)C1=CC(=CC(=C1)[N+](=O)[O-])OC (1-methylsulfonyl-3-methoxy-5-nitro-benzene). Isolated yield 70.3%. RXN SMILES: [CH3:1][S:2]([C:5]1[CH:10]=[C:9]([N+:11]([O-:13])=[O:12])[CH:8]=[C:7]([N+]([O-])=O)[CH:6]=1)(=[O:4])=[O:3].[CH3:17][O-:18].[Na+].O>CO>[CH3:1][S:2]([C:5]1[CH:10]=[C:9]([N+:11]([O-:13])=[O:12])[CH:8]=[C:7]([O:18][CH3:17])[CH:6]=1)(=[O:4])=[O:3] |f:1.2|. Procedure details: To a solution of 1-methylsulfonyl-3,5-dinitro-benzene (2.0 g; 8 mmol) in methanol (15 ml) a solution of sodium methoxide (0.5 g; 10 mmol) in methanol (5 ml) was added. The mixture was refluxed for 2 hours. Water was added and the precipitate washed with a diisopropylether/ethanol mixture. 1.3 g (5.62 mmol; 70% yield) of 1-methylsulfonyl-3-methoxy-5-nitro-benzene were obtained as a yellow solid. Reactants: acid chloride, S1C(=CC2=C1C=CC=C2)C(C(=O)O)C(C)C (2-(2-benzothienyl)-3-methylbutanoic acid), ClC=1C=CC2=C(C=C(S2)C(C(=O)O)C(C)C)C1 (2-(5-chloro-2-benzothienyl)-3-methylbutanoic acid), C(C1=CC=CC=C1)C1=CC=CC(=N1)CO ((6-benzyl-2-pyridyl)methanol). Yields the product S1C(=CC2=C1C=CC=C2)C(C(=O)OCC2=NC(=CC=C2)CC2=CC=CC=C2)C(C)C ((6-benzyl-2-pyridyl)methyl 2-(2-benzothienyl)-3-methylbutanoate), ClC=1C=CC2=C(C=C(S2)C(C(=O)OCC2=NC(=CC=C2)CC2=CC=CC=C2)C(C)C)C1 ((6-benzyl-2-pyridyl)methyl 2-(5-chloro-2-benzothienyl)-3-methylbutanoate). Reaction SMILES: [S:1]1[C:5]2[CH:6]=[CH:7][CH:8]=[CH:9][C:4]=2[CH:3]=[C:2]1[CH:10]([CH:14]([CH3:16])[CH3:15])[C:11]([OH:13])=[O:12].[Cl:17][C:18]1[CH:19]=[CH:20][C:21]2[S:25][C:24]([CH:26]([CH:30]([CH3:32])[CH3:31])[C:27]([OH:29])=[O:28])=[CH:23][C:22]=2[CH:33]=1.[CH2:34]([C:41]1[N:46]=[C:45]([CH2:47]O)[CH:44]=[CH:43][CH:42]=1)[C:35]1[CH:40]=[CH:39][CH:38]=[CH:37][CH:36]=1>>[S:1]1[C:5]2[CH:6]=[CH:7][CH:8]=[CH:9][C:4]=2[CH:3]=[C:2]1[CH:10]([CH:14]([CH3:16])[CH3:15])[C:11]([O:13][CH2:47][C:45]1[CH:44]=[CH:43][CH:42]=[C:41]([CH2:34][C:35]2[CH:40]=[CH:39][CH:38]=[CH:37][CH:36]=2)[N:46]=1)=[O:12].[Cl:17][C:18]1[CH:19]=[CH:20][C:21]2[S:25][C:24]([CH:26]([CH:30]([CH3:31])[CH3:32])[C:27]([O:29][CH2:47][C:45]3[CH:44]=[CH:43][CH:42]=[C:41]([CH2:34][C:35]4[CH:40]=[CH:39][CH:38]=[CH:37][CH:36]=4)[N:46]=3)=[O:28])=[CH:23][C:22]=2[CH:33]=1. Procedure details: Following the procedure of Example 12, the acid chloride of each of 2-(2-benzothienyl)-3-methylbutanoic acid and 2-(5-chloro-2-benzothienyl)-3-methylbutanoic acid is reacted with (6-benzyl-2-pyridyl)methanol to yield (6-benzyl-2-pyridyl)methyl 2-(2-benzothienyl)-3-methylbutanoate and (6-benzyl-2-pyridyl)methyl 2-(5-chloro-2-benzothienyl)-3-methylbutanoate. The product is C(C)(=O)SCC(=O)N1[C@@H](C=C(C1)CC=1OC=CC1)C(=O)O ((2S)-1-[2-(acetylthio)-1-oxoethyl]-4-[(2-furyl)methyl]-2,5-dihydro-1H-pyrrole-2-carboxylic acid). Starting materials: 4-[(2-Furyl)methyl]-3,4-dehydro-L-proline, C(=O)(OCC1=CC=CC=C1)N1[C@H](C(=O)O)CC(C1)(O)CC=1OC=CC1 (N-carbobenzyloxy-4-[(2-furyl)methyl]-4-hydroxy-L-proline), C(C)(=O)CC(=S)Cl (2-acetylthioacetyl chloride), C(C)(=O)SC1(N(CC=C1C(C)=O)CC=1OC=CC1)C(=O)O (2-(Acetylthio)-1-oxoethyl-[(2-furyl)-methyl]-2,5-dihydro-1H-pyrrole-2-carboxylic acid). RXN SMILES: [C:1]([N:11]1[CH2:18][C:17]([CH2:20][C:21]2[O:22][CH:23]=[CH:24][CH:25]=2)(O)[CH2:16][C@H:12]1[C:13]([OH:15])=[O:14])([O:3]CC1C=CC=CC=1)=O.C(CC(Cl)=S)(=O)C.[C:33]([S:36][C:37]1(C(O)=O)C(C(=O)C)=CCN1CC1OC=CC=1)(=[O:35])[CH3:34]>>[C:33]([S:36][CH2:37][C:1]([N:11]1[CH2:18][C:17]([CH2:20][C:21]2[O:22][CH:23]=[CH:24][CH:25]=2)=[CH:16][C@H:12]1[C:13]([OH:15])=[O:14])=[O:3])(=[O:35])[CH3:34]. Reported procedure: 4-[(2-Furyl)methyl]-3,4-dehydro-L-proline from part (a) is reacted with 2-acetylthioacetyl chloride according to the procedure of Example 3 (b) to yield (2S)-1-[2-(acetylthio)-1-oxoethyl]-4-[(2-furyl)methyl]-2,5-dihydro-1H-pyrrole-2-carboxylic acid.